Dataset: the Open Reaction Database (ORD), a public repository of structured organic reaction records. Task: describe an organic reaction: reactants, conditions, products, and yield The reactants are COc1cc(C(=O)NC2CCN(C(=O)OC(C)(C)C)CC2)ccc1Nc1ncc2c(n1)N(C1CCCC1)CC(F)(F)C(=O)N2C, ClCCl, O=C(O)C(F)(F)F. Yields the product COc1cc(C(=O)NC2CCNCC2)ccc1Nc1ncc2c(n1)N(C1CCCC1)CC(F)(F)C(=O)N2C. Reaction SMILES: [C:1]([O:2][C:3](=[O:4])[N:8]1[CH2:9][CH2:10][CH:11]([NH:14][C:15]([c:16]2[cH:17][c:18]([O:43][CH3:44])[c:19]([NH:22][c:23]3[n:24][cH:25][c:26]4[c:27]([n:42]3)[N:28]([CH:37]3[CH2:38][CH2:39][CH2:40][CH2:41]3)[CH2:29][C:30]([F:35])([F:36])[C:31](=[O:34])[N:32]4[CH3:33])[cH:20][cH:21]2)=[O:45])[CH2:12][CH2:13]1)([CH3:5])([CH3:6])[CH3:7].[Cl:53][CH2:54][Cl:55].[OH:46][C:47]([C:48]([F:49])([F:50])[F:51])=[O:52]>>[NH:8]1[CH2:9][CH2:10][CH:11]([NH:14][C:15]([c:16]2[cH:17][c:18]([O:43][CH3:44])[c:19]([NH:22][c:23]3[n:24][cH:25][c:26]4[c:27]([n:42]3)[N:28]([CH:37]3[CH2:38][CH2:39][CH2:40][CH2:41]3)[CH2:29][C:30]([F:35])([F:36])[C:31](=[O:34])[N:32]4[CH3:33])[cH:20][cH:21]2)=[O:45])[CH2:12][CH2:13]1. Reaction SMILES: [B-:38]([F:39])([F:40])([F:41])[F:42].[CH2:1]([N:2]([CH:3]([CH3:4])[CH3:5])[CH:6]([CH3:7])[CH3:8])[CH3:9].[CH3:25][CH:26]1[CH2:27][C:28]([OH:31])([c:32]2[cH:33][cH:34][cH:35][cH:36][cH:37]2)[CH2:29][NH:30]1.[F:10][c:11]1[cH:12][cH:13][c:14](-[c:17]2[c:18]([C:22](=[O:23])[OH:24])[cH:19][n:20][o:21]2)[cH:15][cH:16]1.[O:60]=[CH:61][N:62]([CH3:63])[CH3:64].[n:43]1([O:44][C:45]([N:46]([CH3:47])[CH3:48])=[N+:49]([CH3:50])[CH3:51])[c:52]2[cH:53][cH:54][cH:55][cH:56][c:57]2[n:58][n:59]1>>[F:10][c:11]1[cH:12][cH:13][c:14](-[c:17]2[c:18]([C:22](=[O:24])[N:30]3[CH:26]([CH3:25])[CH2:27][C:28]([OH:31])([c:32]4[cH:33][cH:34][cH:35][cH:36][cH:37]4)[CH2:29]3)[cH:19][n:20][o:21]2)[cH:15][cH:16]1. Product: CC1CC(O)(c2ccccc2)CN1C(=O)c1cnoc1-c1ccc(F)cc1. Starting materials: F[B-](F)(F)F, CCN(C(C)C)C(C)C, CC1CC(O)(c2ccccc2)CN1, O=C(O)c1cnoc1-c1ccc(F)cc1, CN(C)C=O, CN(C)C(On1nnc2ccccc21)=[N+](C)C. Procedure details: In 4 ml of dioxane was dissolved 48 mg of methyl -ethoxy-2',3'-methylenedioxy-6-propoxycarbonyl-3,4,4'-trimethoxy-1,1'-biphenyl-6'-carboxylate obtained in Example 9, and 1 ml of a 5% aqueous solution of potassium hydroxide was added to the solution. The mixture was heated at 70° C. and stirred overnight, the pH value was adjusted to 1 by 3N hydrochloric acid, and the mixture was extracted with chloroform. The solvent was removed from the extract to obtain 36 mg of 2-ethoxy-2',3'-methylenedioxy-3... Run in O1CCOCC1 (dioxane). Yields the product C(C)OC1=C(C(=CC(=C1OC)OC)C(=O)O)C1=C2C(=C(C=C1C(=O)O)OC)OCO2 (2-ethoxy-2',3'-methylenedioxy-3,4,4'-trimethoxy-1,1'-biphenyl-6,6'-dicarboxylic acid). Starting materials: CC=1C(=C(C(=C(C1C(=O)OCCC)C1=C2C(=C(C=C1C(=O)[O-])OC)OCO2)OCC)OC)OC (methyl -ethoxy-2',3'-methylenedioxy-6-propoxycarbonyl-3,4,4'-trimethoxy-1,1'-biphenyl-6'-carboxylate), aqueous solution, [OH-].[K+] (potassium hydroxide), Cl (hydrochloric acid). RXN SMILES: C[C:2]1[C:3]([O:33][CH3:34])=[C:4]([O:31][CH3:32])[C:5]([O:28][CH2:29][CH3:30])=[C:6]([C:14]2[C:19]([C:20]([O-:22])=[O:21])=[CH:18][C:17]([O:23][CH3:24])=[C:16]3[O:25][CH2:26][O:27][C:15]=23)[C:7]=1[C:8]([O:10]CCC)=[O:9].[OH-].[K+].Cl>O1CCOCC1>[CH2:29]([O:28][C:5]1[C:4]([O:31][CH3:32])=[C:3]([O:33][CH3:34])[CH:2]=[C:7]([C:8]([OH:10])=[O:9])[C:6]=1[C:14]1[C:19]([C:20]([OH:22])=[O:21])=[CH:18][C:17]([O:23][CH3:24])=[C:16]2[O:25][CH2:26][O:27][C:15]=12)[CH3:30] |f:1.2|. Isolated yield 84.8%. Conditions: temperature 70 celsius, time 8 hour. Starting materials: C(CC=C)C1C(C2=CC=C(C=C2CC1)OC)=O (2-but-3-enyl-6-methoxy-tetralin-1-one), C(\C=C\C)=O (crotonaldehyde). The product is COC=1C=C2CCC(C(C2=CC1)=O)CC/C=C/C=O ((E)-5-(6-methoxy-1-oxo-tetralin-2-yl)pent-2-enal). RXN SMILES: [CH2:1]([CH:5]1[CH2:14][CH2:13][C:12]2[C:7](=[CH:8][CH:9]=[C:10]([O:15][CH3:16])[CH:11]=2)[C:6]1=[O:17])[CH2:2][CH:3]=[CH2:4].[CH:18](=[O:22])/C=C/C>>[CH3:16][O:15][C:10]1[CH:11]=[C:12]2[C:7](=[CH:8][CH:9]=1)[C:6](=[O:17])[CH:5]([CH2:1][CH2:2]/[CH:3]=[CH:4]/[CH:18]=[O:22])[CH2:14][CH2:13]2. Procedure: The title compound 76 is prepared according to the procedure reported in step C of Example 8 with tetralone 75 (130 mg, 0.56 mmol) and crotonaldehyde (0.19 mL, 2.24 mmol) as reactants. Purification by column chromatography on SiO2 (Petroleum/diethyl ether=1:1) afford the title compound 76 as an off-white solid. (Yield 121 mg, 83%). The reactants are CC(C)([O-])C.[K+] (potassium tert-butoxide), COC(=O)C1=NNC2=CC=CC=C12 (indazole-3-carboxylic acid methyl ester), final mixture. Run in O1CCCC1 (tetrahydrofuran). Conditions: time 1 hour. Product: COC(=O)C1=NN(C2=CC=CC=C12)C(C)C (1-isopropyl-1H-indazole-3-carboxylic acid methyl ester). The yield is 98.6%. RXN SMILES: [CH3:1][O:2][C:3]([C:5]1[C:13]2[C:8](=[CH:9][CH:10]=[CH:11][CH:12]=2)[NH:7][N:6]=1)=[O:4].[CH3:14][C:15](C)([O-])[CH3:16].[K+]>O1CCCC1>[CH3:1][O:2][C:3]([C:5]1[C:13]2[C:8](=[CH:9][CH:10]=[CH:11][CH:12]=2)[N:7]([CH:15]([CH3:16])[CH3:14])[N:6]=1)=[O:4] |f:1.2|. Procedure details: To a solution of indazole-3-carboxylic acid methyl ester (40.7 g, 231 mmol) in anhydrous tetrahydrofuran (700 mL) cooled in an ice bath was added slowly solid potassium tert-butoxide (28.3 g, 252 mmol). The mixture was stirred at the same temperature for 1 hr prior to the addition of 2-iododopropane (34.4 mL, 367 mmol). The final mixture was stirred for 12 h at ambient temperature, and refluxed for 12 h. After cooling to room temperature, the mixture was filtered, and the collected solid was rin...